Dataset: the Open Reaction Database (ORD), a public repository of structured organic reaction records. Task: describe an organic reaction: reactants, conditions, products, and yield Reactants: ClC1=C(C=CC=C1Cl)C1C(=C(NC(=C1C(=O)OC)C)COCC(=S)N)C(=O)OCC (2-{[4-(2,3-dichlorophenyl)-3-ethoxycarbonyl-5-methoxycarbonyl-6-methyl-1,4-dihydropyridin-2-yl]methoxy}thioacetamide), O.Cl (hydrochloride monohydrate). Product: NCCC=1N=C(SC1)COCC=1NC(=C(C(C1C(=O)OCC)C1=C(C(=CC=C1)Cl)Cl)C(=O)OC)C (4-(2-Aminoethyl)-2-{[4-(2,3-dichlorophenyl)-3-ethoxycarbonyl-5-methoxycarbonyl-6-methyl-1,4-dihydropyridin-2-yl]methoxymethyl}thiazole). RXN SMILES: [Cl:1][C:2]1[C:7]([Cl:8])=[CH:6][CH:5]=[CH:4][C:3]=1[CH:9]1[C:14]([C:15]([O:17][CH3:18])=[O:16])=[C:13]([CH3:19])[NH:12][C:11]([CH2:20][O:21][CH2:22][C:23]([NH2:25])=[S:24])=[C:10]1[C:26]([O:28][CH2:29][CH3:30])=[O:27].O.Cl>>[NH2:12][CH2:11][CH2:10][C:9]1[N:25]=[C:23]([CH2:22][O:21][CH2:20][C:11]2[NH:12][C:13]([CH3:19])=[C:14]([C:15]([O:17][CH3:18])=[O:16])[CH:9]([C:3]3[CH:4]=[CH:5][CH:6]=[C:7]([Cl:8])[C:2]=3[Cl:1])[C:10]=2[C:26]([O:28][CH2:29][CH3:30])=[O:27])[S:24][CH:3]=1 |f:1.2|. Reported procedure: This compound was prepared by the method described in Example 41 but using 2-{[4-(2,3-dichlorophenyl)-3-ethoxycarbonyl-5-methoxycarbonyl-6-methyl-1,4-dihydropyridin-2-yl]methoxy}thioacetamide as starting material. The product was characterised as a hydrochloride monohydrate, m.p. 110°-112° C. Found: C,48.44; H,4.99; N,7.15. C24H27Cl2N3O5S.HCl.H2O requires: C,48.44; H,5.04; N,7.06%.